The task is: describe an organic reaction: reactants, conditions, products, and yield. This data is from the Open Reaction Database (ORD), a public repository of structured organic reaction records. Starting materials: COc1ccc(N)cc1, CCO, COc1ccc(-c2nnc3c4ccccc4c(Cl)nn23)cc1. RXN SMILES: [CH3:23][O:24][c:25]1[cH:26][cH:27][c:28]([NH2:31])[cH:29][cH:30]1.[CH3:32][CH2:33][OH:34].[Cl:1][c:2]1[n:3][n:4]2[c:5]([c:6]3[cH:7][cH:8][cH:9][cH:10][c:11]13)[n:12][n:13][c:14]2-[c:15]1[cH:16][cH:17][c:18]([O:21][CH3:22])[cH:19][cH:20]1>>[c:2]1([NH:31][c:28]2[cH:27][cH:26][c:25]([O:24][CH3:23])[cH:30][cH:29]2)[n:3][n:4]2[c:5]([c:6]3[cH:7][cH:8][cH:9][cH:10][c:11]13)[n:12][n:13][c:14]2-[c:15]1[cH:16][cH:17][c:18]([O:21][CH3:22])[cH:19][cH:20]1. Yields the product COc1ccc(Nc2nn3c(-c4ccc(OC)cc4)nnc3c3ccccc23)cc1. RXN SMILES: [Br:2][c:3]1[cH:4][c:5]([C:6](=[O:7])[N:8]([CH3:9])[CH:10]2[CH:11]([c:16]3[cH:17][c:18]([F:23])[c:19]([CH3:22])[cH:20][cH:21]3)[CH2:12][NH:13][CH2:14][CH2:15]2)[cH:24][c:25]([C:27]([F:28])([F:29])[F:30])[cH:26]1.[C:31]([CH3:32])(=[O:33])[N:34]1[CH2:35][CH2:36][CH:37]([C:40](=[O:41])[OH:42])[CH2:38][CH2:39]1.[ClH:1]>>[Br:2][c:3]1[cH:4][c:5]([C:6](=[O:7])[N:8]([CH3:9])[CH:10]2[CH:11]([c:16]3[cH:17][c:18]([F:23])[c:19]([CH3:22])[cH:20][cH:21]3)[CH2:12][N:13]([C:40]([CH:37]3[CH2:36][CH2:35][N:34]([C:31]([CH3:32])=[O:33])[CH2:39][CH2:38]3)=[O:41])[CH2:14][CH2:15]2)[cH:24][c:25]([C:27]([F:28])([F:29])[F:30])[cH:26]1. Starting materials: Cc1ccc(C2CNCCC2N(C)C(=O)c2cc(Br)cc(C(F)(F)F)c2)cc1F, CC(=O)N1CCC(C(=O)O)CC1, Cl. Product: CC(=O)N1CCC(C(=O)N2CCC(N(C)C(=O)c3cc(Br)cc(C(F)(F)F)c3)C(c3ccc(C)c(F)c3)C2)CC1. The reactants are [Na] (sodium), [N+](=O)([O-])CCOC(C)=O (1-nitro-2-acetoxyethane), C(C)(=O)SC1C=CCCCC1 (3-acetylmercaptocycloheptene). Run in C(C)O (ethanol), C(C)O (ethanol), C(C)O (ethanol). Conditions: time 3 hour. The product is [N+](=O)([O-])CCSC1C=CCCCC1 (3-[2-nitroethylthio]cycloheptene). The yield is 99.4%. Reaction SMILES: [Na].[C:2]([S:5][CH:6]1[CH2:12][CH2:11][CH2:10][CH2:9][CH:8]=[CH:7]1)(=O)[CH3:3].[N+:13](CCOC(=O)C)([O-:15])=[O:14]>C(O)C>[N+:13]([CH2:3][CH2:2][S:5][CH:6]1[CH2:12][CH2:11][CH2:10][CH2:9][CH:8]=[CH:7]1)([O-:15])=[O:14] |^1:0|. Procedure details: To 40 ml of absolute ethanol was added 1.38 g (0.060 gram atom) metallic sodium. When the reaction was completed, 10.2 g (0.060 mole) of 3-acetylmercaptocycloheptene in 20 ml of absolute ethanol was added and the reaction mixture was brought up to reflux for 15 minutes. The solution was then cooled to 0° and 7.98 g (0.060 mole) of 1-nitro-2-acetoxyethane in 20 ml absolute ethanol was added. The reaction was allowed to proceed for 3.0 hours at 0° and then was partitioned between 1 N HCl and methy... Reactants: CCOC(=O)CC#N, CCO, COCCN. The product is COCCNC(=O)CC#N. Reaction SMILES: [C:1](#[N:2])[CH2:3][C:4]([O:6][CH2:5][CH3:7])=[O:8].[CH3:14][CH2:15][OH:16].[CH3:9][O:10][CH2:11][CH2:12][NH2:13]>>[C:1](#[N:2])[CH2:3][C:4](=[O:6])[NH:13][CH2:12][CH2:11][O:10][CH3:9]. The reactants are Cc1c(N)cccc1Br, C[Al](C)C, ClCCl, N#Cc1ccc2c(c1)C(=O)OC2. Yields the product Cc1c(Br)cccc1NC(=O)c1cc(C#N)ccc1CO. Reaction SMILES: [Br:1][c:2]1[c:3]([CH3:9])[c:4]([NH2:5])[cH:6][cH:7][cH:8]1.[CH3:10][Al:11]([CH3:12])[CH3:13].[Cl:26][CH2:27][Cl:28].[O:14]=[C:15]1[O:16][CH2:17][c:18]2[cH:19][cH:20][c:21]([C:24]#[N:25])[cH:22][c:23]21>>[Br:1][c:2]1[c:3]([CH3:9])[c:4]([NH:5][C:15](=[O:14])[c:23]2[c:18]([CH2:17][OH:16])[cH:19][cH:20][c:21]([C:24]#[N:25])[cH:22]2)[cH:6][cH:7][cH:8]1. Starting materials: C(C)(C)(C)OC(=O)N1CCC(CC1)NC1=NC(=CC=C1[N+](=O)[O-])Cl (4-(6-chloro-3-nitro-pyridin-2-ylamino)-piperidine-1-carboxylic acid tert-butyl ester), CNC (dimethylamine). Solvent: CO.C(Cl)Cl (MeOH CH2Cl2), C1CCOC1 (THF). Conditions: time 16 hour. Product: C(C)(C)(C)OC(=O)N1CCC(CC1)NC1=NC(=CC=C1[N+](=O)[O-])N(C)C (4-(6-Dimethylamino-3-nitro-pyridin-2-ylamino)-piperidine-1-carboxylic acid tert-butyl ester). Isolated yield 104.3%. As a reaction SMILES: [C:1]([O:5][C:6]([N:8]1[CH2:13][CH2:12][CH:11]([NH:14][C:15]2[C:20]([N+:21]([O-:23])=[O:22])=[CH:19][CH:18]=[C:17](Cl)[N:16]=2)[CH2:10][CH2:9]1)=[O:7])([CH3:4])([CH3:3])[CH3:2].[CH3:25][NH:26][CH3:27]>CO.C(Cl)Cl.C1COCC1>[C:1]([O:5][C:6]([N:8]1[CH2:13][CH2:12][CH:11]([NH:14][C:15]2[C:20]([N+:21]([O-:23])=[O:22])=[CH:19][CH:18]=[C:17]([N:26]([CH3:27])[CH3:25])[N:16]=2)[CH2:10][CH2:9]1)=[O:7])([CH3:4])([CH3:3])[CH3:2] |f:2.3|. Procedure: To a stirring solution of 6 g (0.016 mol) of 4-(6-chloro-3-nitro-pyridin-2-ylamino)-piperidine-1-carboxylic acid tert-butyl ester in MeOH/CH2Cl2 (84 mL/15 mL) was added 2.2 g (0.05 mol) of dimethylamine in THF (25 mL). The reaction mixture was stirred at room temperature for 16 h, and was then concentrated. The crude product was then dissolved in CH2Cl2 (400 mL) and washed with saturated NaHCO3 (2×200 mL). The washes were combined and extracted with EtOAc (100 mL). The combined organic layers we...